From a dataset of the Open Reaction Database (ORD), a public repository of structured organic reaction records. describe an organic reaction: reactants, conditions, products, and yield Reactants: B, Cn1cc(Br)cc(Nc2ccc(C(=O)N3CCOCC3)cn2)c1=O, C1CCOC1, C1CCOC1. Yields the product Cn1cc(Br)cc(Nc2ccc(CN3CCOCC3)cn2)c1=O. As a reaction SMILES: [BH3:30].[Br:1][c:2]1[cH:3][c:4]([NH:10][c:11]2[n:12][cH:13][c:14]([C:17](=[O:18])[N:19]3[CH2:20][CH2:21][O:22][CH2:23][CH2:24]3)[cH:15][cH:16]2)[c:5](=[O:9])[n:6]([CH3:8])[cH:7]1.[O:25]1[CH2:26][CH2:27][CH2:28][CH2:29]1.[O:31]1[CH2:32][CH2:33][CH2:34][CH2:35]1>>[Br:1][c:2]1[cH:3][c:4]([NH:10][c:11]2[n:12][cH:13][c:14]([CH2:17][N:19]3[CH2:20][CH2:21][O:22][CH2:23][CH2:24]3)[cH:15][cH:16]2)[c:5](=[O:9])[n:6]([CH3:8])[cH:7]1.